Dataset: the Open Reaction Database (ORD), a public repository of structured organic reaction records. Task: describe an organic reaction: reactants, conditions, products, and yield The reactants are C1CCOC1, CC(C)=O, C[O-], COC(=O)c1cccc(N)c1, [Na+]. The product is CC(=O)CC(=O)c1cccc(N)c1. RXN SMILES: [CH2:19]1[O:20][CH2:21][CH2:22][CH2:23]1.[CH3:12][C:13]([CH3:14])=[O:15].[CH3:16][O-:17].[NH2:1][c:2]1[cH:3][c:4]([C:5]([O:7][CH3:6])=[O:8])[cH:9][cH:10][cH:11]1.[Na+:18]>>[NH2:1][c:2]1[cH:3][c:4]([C:5](=[O:7])[CH2:12][C:13]([CH3:14])=[O:15])[cH:9][cH:10][cH:11]1. Reactants: CC1(C)Cc2cc(C(=O)O)ccc2NC1c1cccc(Br)c1, O=C([O-])[O-], CN(C)CC(=O)O, CS(C)=O, Cl, [Cu]I, [K+], [K+], O=C1CNC(=O)N1. Yields the product CC1(C)Cc2cc(C(=O)O)ccc2NC1c1cccc(N2CC(=O)NC2=O)c1. RXN SMILES: [Br:1][c:2]1[cH:3][c:4]([CH:8]2[NH:9][c:10]3[cH:11][cH:12][c:13]([C:20](=[O:21])[OH:22])[cH:14][c:15]3[CH2:16][C:17]2([CH3:18])[CH3:19])[cH:5][cH:6][cH:7]1.[C:38](=[O:39])([O-:40])[O-:41].[CH3:31][N:32]([CH3:33])[CH2:34][C:35]([OH:36])=[O:37].[CH3:44][S:45](=[O:46])[CH3:47].[ClH:30].[Cu:48][I:49].[K+:42].[K+:43].[O:23]=[C:24]1[CH2:25][NH:26][C:27](=[O:28])[NH:29]1>>[c:2]1([N:26]2[CH2:25][C:24](=[O:23])[NH:29][C:27]2=[O:28])[cH:3][c:4]([CH:8]2[NH:9][c:10]3[cH:11][cH:12][c:13]([C:20](=[O:21])[OH:22])[cH:14][c:15]3[CH2:16][C:17]2([CH3:18])[CH3:19])[cH:5][cH:6][cH:7]1. The reactants are C(C)(=O)C(C(=O)NC(C)C=1C(NC(=NN1)CC1=CC=C(C=C1)OC)=O)CCCCC (2-acetyl-N-{1-[3-(4-methoxybenzyl)-5-oxo-4,5-dihydro-1,2,4-triazin-6-yl]ethyl}heptanamide), P(=O)(Cl)(Cl)Cl (phosphorus oxychloride). The product is C(C)(=O)C(CCCCC)C1=NC(=C2C(NC(=NN21)CC2=CC=C(C=C2)OC)=O)C (7-(1-acetylhexyl)-2-(4-methoxybenzyl)-5-methylimidazo[5,1-f][1,2,4]triazin-4(3H)-one). Reaction SMILES: [C:1]([CH:4]([CH2:26][CH2:27][CH2:28][CH2:29][CH3:30])[C:5]([NH:7][CH:8]([C:10]1[C:11](=[O:25])[NH:12][C:13]([CH2:16][C:17]2[CH:22]=[CH:21][C:20]([O:23][CH3:24])=[CH:19][CH:18]=2)=[N:14][N:15]=1)[CH3:9])=O)(=[O:3])[CH3:2].P(Cl)(Cl)(Cl)=O>>[C:1]([CH:4]([C:5]1[N:15]2[C:10]([C:11](=[O:25])[NH:12][C:13]([CH2:16][C:17]3[CH:22]=[CH:21][C:20]([O:23][CH3:24])=[CH:19][CH:18]=3)=[N:14]2)=[C:8]([CH3:9])[N:7]=1)[CH2:26][CH2:27][CH2:28][CH2:29][CH3:30])(=[O:3])[CH3:2]. Reported procedure: Analogously to Example 1, 340 mg (0.82 mmol) of 2-acetyl-N-{1-[3-(4-methoxybenzyl)-5-oxo-4,5-dihydro-1,2,4-triazin-6-yl]ethyl}heptanamide (Example 26A) and 540 g (3.50 mmol) of phosphorus oxychloride are reacted to give 7-(1-acetylhexyl)-2-(4-methoxybenzyl)-5-methylimidazo[5,1-f][1,2,4]triazin-4(3H)-one.